From a dataset of the Open Reaction Database (ORD), a public repository of structured organic reaction records. describe an organic reaction: reactants, conditions, products, and yield The reactants are N=1C=CN2C1C=CC=C2CC(=O)OC(C)(C)C (tert-butyl 2-(imidazo[1,2-a]pyridin-5-yl)acetate), Cl (HCl). RXN SMILES: [N:1]1[CH:2]=[CH:3][N:4]2[C:9]([CH2:10][C:11]([O:13]C(C)(C)C)=[O:12])=[CH:8][CH:7]=[CH:6][C:5]=12.Cl>CC(O)=O>[N:1]1[CH:2]=[CH:3][N:4]2[C:9]([CH2:10][C:11]([OH:13])=[O:12])=[CH:8][CH:7]=[CH:6][C:5]=12. The product is N=1C=CN2C1C=CC=C2CC(=O)O (2-(Imidazo[1,2-a]pyridin-5-yl)acetic acid). Reaction conditions: temperature 80 celsius. Solvent: CC(=O)O (HOAc). Reported procedure: To a stirring mixture of tert-butyl 2-(imidazo[1,2-a]pyridin-5-yl)acetate (200 mg) in HOAc (5 mL) was added 6N HCl (5 mL). The reaction mixture was warmed to 80° C. for 2 h. The crude product mixture was concentrated under reduced pressure and directly taken to the next reaction without further purification. Method[1], MS(ESI) 177.1 [M+H], Retention time=0.303 min. Reactants: C(=O)([O-])[O-].[K+].[K+] (K2CO3), C1(=CC=CC=C1)C (toluene), CC1C(C2=CC(=CC=C2C1)C)=O (2,6-dimethyl indanone). Run in O (water). Conditions: time 2 hour. The product is CC1(CC2=CC=C(C=C2C1)C)CO (2,5-dimethyl-2-indanmethanol). Isolated yield 215.1%. Reaction SMILES: [C:1]([O-:4])([O-])=O.[K+].[K+].C1(C)C=CC=CC=1.[CH3:14][CH:15]1[CH2:23][C:22]2[C:17](=[CH:18][C:19]([CH3:24])=[CH:20][CH:21]=2)[C:16]1=O>O>[CH3:14][C:15]1([CH2:1][OH:4])[CH2:16][C:17]2[C:22](=[CH:21][CH:20]=[C:19]([CH3:24])[CH:18]=2)[CH2:23]1 |f:0.1.2|. Procedure: 147.53 g of K2CO3, 875 g of toluene and 350 g of 2,6-dimethyl indanone were introduced, under nitrogen, into a Schmizo-type 1.5 l vessel provided with a condenser and a mechanical stirrer. The mixture was heated to 51°. 122.45 g of Formcel® 55% (origin: Hoechst) were then added over a period of 1 h. The mixture was stirred continuously at 51° for 2 h. The reaction medium was then cooled to 24° and 350 g of water were added. After being stirred for 10 mins, the mixture was decanted, then washed 3... The reactants are C1(N(CC2=CC=CC=C12)CCOC1=CC=C(CO)C=C1)=O (4-[2-(2,3-dihydro-1H-isoindol-1-on-2-yl)-ethoxy]benzyl alcohol). Procedure details: A mixture of 4-[2-(2,3-dihydro-1H-isoindol-1-on-2-yl)-ethoxy]benzyl alcohol (2.97 g), manganese(IV) oxide (9.12 g) and dichloromethane (180 ml) was stirred for 3 hours at room temperature. The mixture was filtered through a Soxhlet thimble and the residue extracted with refluxing dichloromethane for 3 hours. The solvent was then evaporated to afford the title compound, mp 134°-135° C. The reagents and catalysts are [O-2].[Mn+4].[O-2] (manganese(IV) oxide). Yields the product C1(N(CC2=CC=CC=C12)CCOC1=CC=C(C=O)C=C1)=O (4-[2-(2.3-Dihydro-1H-isoindol-1-on- 2-yl )ethoxy]benzaldehyde). The solvent is ClCCl (dichloromethane). As a reaction SMILES: [C:1]1(=[O:21])[C:9]2[C:4](=[CH:5][CH:6]=[CH:7][CH:8]=2)[CH2:3][N:2]1[CH2:10][CH2:11][O:12][C:13]1[CH:20]=[CH:19][C:16]([CH2:17][OH:18])=[CH:15][CH:14]=1>[O-2].[Mn+4].[O-2].ClCCl>[C:1]1(=[O:21])[C:9]2[C:4](=[CH:5][CH:6]=[CH:7][CH:8]=2)[CH2:3][N:2]1[CH2:10][CH2:11][O:12][C:13]1[CH:14]=[CH:15][C:16]([CH:17]=[O:18])=[CH:19][CH:20]=1 |f:1.2.3|. Run at time 3 hour. Reactants: [Cl-], [Cl-], Oc1ccc(Cl)cc1, [Mg+2], CC(C)OC(=O)N=NC(=O)OC(C)C, C1CCOC1, c1ccc(P(c2ccccc2)c2ccccc2)cc1, CC(O)c1ccnc2ncnn12. Product: CC(Oc1ccc(Cl)cc1)c1ccnc2ncnn12. As a reaction SMILES: [Cl-:54].[Cl-:56].[Cl:1][c:2]1[cH:3][cH:4][c:5]([OH:8])[cH:6][cH:7]1.[Mg+2:55].[O:40]=[C:41]([O:42][CH:43]([CH3:44])[CH3:45])[N:46]=[N:47][C:48]([O:49][CH:50]([CH3:51])[CH3:52])=[O:53].[O:57]1[CH2:58][CH2:59][CH2:60][CH2:61]1.[c:21]1([P:22]([c:23]2[cH:24][cH:25][cH:26][cH:27][cH:28]2)[c:29]2[cH:30][cH:31][cH:32][cH:33][cH:34]2)[cH:35][cH:36][cH:37][cH:38][cH:39]1.[n:9]1[cH:10][n:11][c:12]2[n:13]1[c:14]([CH:18]([CH3:19])[OH:20])[cH:15][cH:16][n:17]2>>[Cl:1][c:2]1[cH:3][cH:4][c:5]([O:8][CH:18]([c:14]2[n:13]3[n:9][cH:10][n:11][c:12]3[n:17][cH:16][cH:15]2)[CH3:19])[cH:6][cH:7]1.